Dataset: the Open Reaction Database (ORD), a public repository of structured organic reaction records. Task: describe an organic reaction: reactants, conditions, products, and yield Reactants: Cl.ClCCC1OC2=C(C(N(C1)CC)=S)C=CC=N2 (2-(2-Chloroethyl)-4-ethyl-2,3-dihydropyrido[3,2-f][1,4]oxazepin-5(4H)-thione hydrochloride), CNC (dimethylamine), CNC (dimethylamine). Reaction conditions: time 6 day. Yields the product CN(CCC1OC2=C(C(N(C1)CC)=S)C=CC=N2)C (2-[2-(Dimethylamino)ethyl]-4-ethyl-2,3-dihydropyrido [3,2-f][1,4]oxazepin-5(4H)-thione). Reaction SMILES: Cl.Cl[CH2:3][CH2:4][CH:5]1[CH2:11][N:10]([CH2:12][CH3:13])[C:9](=[S:14])[C:8]2[CH:15]=[CH:16][CH:17]=[N:18][C:7]=2[O:6]1.[CH3:19][NH:20][CH3:21]>>[CH3:19][N:20]([CH3:21])[CH2:3][CH2:4][CH:5]1[CH2:11][N:10]([CH2:12][CH3:13])[C:9](=[S:14])[C:8]2[CH:15]=[CH:16][CH:17]=[N:18][C:7]=2[O:6]1 |f:0.1|. Procedure details: 2-(2-Chloroethyl)-4-ethyl-2,3-dihydropyrido[3,2-f][1,4]oxazepin-5(4H)-thione hydrochloride, 5.00 g (0.016 mole) was added to 20 ml of anhydrous dimethylamine. The reaction flask was sealed tightly and stirred at room temperature for 6 days. The flask was opened after cooling to 0° C. and dimethylamine allowed to evaporate at room temperature. The residue was taken up in chloroform (100 ml) and washed with dilute aqueous sodium hydroxide (1×30 ml). The chloroform layer was dried over sodium sulfa... The reactants are CS(=O)(=O)O, CC(C)O, CN(C)C=Nc1ncc(C#Cc2ccc(Cl)cc2)c(Cl)n1, O. The product is O=CNc1ncc(C#Cc2ccc(Cl)cc2)c(Cl)n1. As a reaction SMILES: [CH3:26][S:27]([OH:28])(=[O:29])=[O:30].[CH:22]([CH3:23])([CH3:24])[OH:25].[Cl:1][c:2]1[n:3][c:4]([N:17]=[CH:18][N:19]([CH3:20])[CH3:21])[n:5][cH:6][c:7]1[C:8]#[C:9][c:10]1[cH:11][cH:12][c:13]([Cl:16])[cH:14][cH:15]1.[OH2:31]>>[Cl:1][c:2]1[n:3][c:4]([NH:17][CH:18]=[O:25])[n:5][cH:6][c:7]1[C:8]#[C:9][c:10]1[cH:11][cH:12][c:13]([Cl:16])[cH:14][cH:15]1. Reactants: O=C(Cl)c1ccc([N+](=O)[O-])cc1, CN1CCCCC1CCc1ccccc1N, c1ccncc1. The product is CN1CCCCC1CCc1ccccc1NC(=O)c1ccc([N+](=O)[O-])cc1. RXN SMILES: [N+:1](=[O:2])([O-:3])[c:4]1[cH:5][cH:6][c:7]([C:8](=[O:9])[Cl:10])[cH:11][cH:12]1.[NH2:13][c:14]1[c:15]([CH2:16][CH2:17][CH:18]2[N:19]([CH3:24])[CH2:20][CH2:21][CH2:22][CH2:23]2)[cH:25][cH:26][cH:27][cH:28]1.[cH:29]1[cH:30][cH:31][n:32][cH:33][cH:34]1>>[N+:1](=[O:2])([O-:3])[c:4]1[cH:5][cH:6][c:7]([C:8](=[O:9])[NH:13][c:14]2[c:15]([CH2:16][CH2:17][CH:18]3[N:19]([CH3:24])[CH2:20][CH2:21][CH2:22][CH2:23]3)[cH:25][cH:26][cH:27][cH:28]2)[cH:11][cH:12]1. The product is C(#N)C=1C=C(C=C(C1O)C)[N+](=O)[O-] (3-Cyano-4-hydroxy-5-methylnitrobenzene). Run in C(C)(=O)O (acetic acid), C(C)(=O)O (acetic acid). Procedure: To a heated (45° C.), stirred solution of 2-cyano-6-methylphenol (5 g) in glacial acetic acid (32 mL) was added a solution of fuming nitric acid (3.2 mL) in acetic acid (12 mL). After 1 h at elevated temperature (45° C.), the reaction mixture was cooled (to 0° C.), water added and partitioned between DEE/water. The organic phase was washed with water, brine, dried over sodium sulfate and concentrated in vacuo to afford a solid. Recrystallization from DEE afforded the title compound as yellow cry... Starting materials: [N+](=O)(O)[O-] (nitric acid), C(#N)C1=C(C(=CC=C1)C)O (2-cyano-6-methylphenol), O (water). As a reaction SMILES: [C:1]([C:3]1[CH:8]=[CH:7][CH:6]=[C:5]([CH3:9])[C:4]=1[OH:10])#[N:2].[N+:11]([O-])([OH:13])=[O:12].O>C(O)(=O)C>[C:1]([C:3]1[CH:8]=[C:7]([N+:11]([O-:13])=[O:12])[CH:6]=[C:5]([CH3:9])[C:4]=1[OH:10])#[N:2]. Reaction conditions: temperature 45 celsius, time 1 hour. Reactants: C(#N)C1=CC=C(C=C1)C1C(=C(N(C(N1CC1=CC=C(O1)C(=O)OC)=O)C1=CC(=CC=C1)C(F)(F)F)C)C(=O)C=1OC=CC1 (Methyl 5-{[6-(4-cyanophenyl)-5-(2-furoyl)-4-methyl-2-oxo-3-[3-(trifluoromethyl)phenyl]-3,6-dihydropyrimidin-1(2H)-yl]methyl}-2-furoate), [OH-].[Li+] (lithium hydroxide), CO (Methanol), Cl (hydrochloric acid). Run in O1CCCC1 (tetrahydrofuran), O (water). Conditions: time 16 hour. Yields the product C(#N)C1=CC=C(C=C1)C1C(=C(N(C(N1CC1=CC=C(O1)C(=O)O)=O)C1=CC(=CC=C1)C(F)(F)F)C)C(=O)C=1OC=CC1 (5-{[6-(4-Cyanophenyl)-5-(2-furoyl)-4-methyl-2-oxo-3-[3-(trifluoromethyl)phenyl]-3,6-dihydropyrimidin-1(2H)-yl]methyl}-2-furoic acid). As a reaction SMILES: [C:1]([C:3]1[CH:8]=[CH:7][C:6]([CH:9]2[N:14]([CH2:15][C:16]3[O:20][C:19]([C:21]([O:23]C)=[O:22])=[CH:18][CH:17]=3)[C:13](=[O:25])[N:12]([C:26]3[CH:31]=[CH:30][CH:29]=[C:28]([C:32]([F:35])([F:34])[F:33])[CH:27]=3)[C:11]([CH3:36])=[C:10]2[C:37]([C:39]2[O:40][CH:41]=[CH:42][CH:43]=2)=[O:38])=[CH:5][CH:4]=1)#[N:2].[OH-].[Li+].Cl.CO>O1CCCC1.O>[C:1]([C:3]1[CH:8]=[CH:7][C:6]([CH:9]2[N:14]([CH2:15][C:16]3[O:20][C:19]([C:21]([OH:23])=[O:22])=[CH:18][CH:17]=3)[C:13](=[O:25])[N:12]([C:26]3[CH:31]=[CH:30][CH:29]=[C:28]([C:32]([F:35])([F:34])[F:33])[CH:27]=3)[C:11]([CH3:36])=[C:10]2[C:37]([C:39]2[O:40][CH:41]=[CH:42][CH:43]=2)=[O:38])=[CH:5][CH:4]=1)#[N:2] |f:1.2|. Procedure: To a stirred solution of methyl 5-{[6-(4-cyanophenyl)-5-(2-furoyl)-4-methyl-2-oxo-3-[3-(trifluoromethyl)phenyl]-3,6-dihydropyrimidin-1(2H)-yl]methyl}-2-furoate (Example 51) (30 mg, 0.51 mmol) in tetrahydrofuran (1.5 ml) is added a solution of lithium hydroxide (2.4 mg, 0.10 mmol) in water (1.5 ml). The reaction is stirred at room temperature overnight (16 h), then acidified with 1 N hydrochloric acid. A precipitate is obtained. Methanol (7 ml) is added, and the crude product is purified by prepa... The reactants are CCOC(=O)c1cc(-c2cccc(C=CCOc3cccc(O)c3C(=O)OC)c2)on1, CCOC(=O)c1cc(-c2cccc(NCCOc3cccc(O)c3C(=O)OC)c2)on1. The product is COC(=O)c1c(O)cccc1OCCNc1cccc(-c2cc(C(=O)O)no2)c1. Reaction SMILES: [OH:1][c:2]1[c:3]([C:4]([O:5][CH3:6])=[O:7])[c:8]([O:12][CH2:13][CH:14]=[CH:15][c:16]2[cH:17][c:18](-[c:19]3[o:20][n:21][c:22]([C:23]([O:24][CH2:25][CH3:26])=[O:27])[cH:28]3)[cH:29][cH:30][cH:31]2)[cH:9][cH:10][cH:11]1.[OH:32][c:33]1[c:34]([C:59](=[O:60])[O:61][CH3:62])[c:35]([O:36][CH2:37][CH2:38][NH:39][c:40]2[cH:41][c:42](-[c:46]3[cH:47][c:48]([C:51](=[O:52])[O:53][CH2:54][CH3:55])[n:49][o:50]3)[cH:43][cH:44][cH:45]2)[cH:56][cH:57][cH:58]1>>[OH:32][c:33]1[c:34]([C:59](=[O:60])[O:61][CH3:62])[c:35]([O:36][CH2:37][CH2:38][NH:39][c:40]2[cH:41][c:42](-[c:46]3[cH:47][c:48]([C:51](=[O:52])[OH:53])[n:49][o:50]3)[cH:43][cH:44][cH:45]2)[cH:56][cH:57][cH:58]1. Starting materials: BrC=1C=C2C=CNC2=CC1 (5-bromoindole), C(C)(C)(C)[Mg]Cl (t-butylmagnesium chloride), N-Benzyloxycarbonyl-R-proline acid chloride, C(C)(=O)OCC (ethyl acetate), C([O-])(O)=O.[Na+] (sodium bicarbonate). Solvent: C(C)OCC (diethyl ether), C(C)OCC (diethyl ether). Reaction conditions: time 45 minute. Yields the product C(C1=CC=CC=C1)OC(=O)N1[C@H](CCC1)C(=O)C1=CNC2=CC=C(C=C12)Br ((R)-3-(N-Benzyloxycarbonylpyrrolidin-2-ylcarbonyl)-5-bromo-1H-indole). Isolated yield 72.0%. Reaction SMILES: [Br:1][C:2]1[CH:3]=[C:4]2[C:8](=[CH:9][CH:10]=1)[NH:7][CH:6]=[CH:5]2.[C:11]([Mg]Cl)([CH3:14])([CH3:13])[CH3:12].C([O:20][CH2:21][CH3:22])(=O)C.[C:23](=[O:26])(O)[O-:24].[Na+]>C(OCC)C>[CH2:12]([O:24][C:23]([N:7]1[CH2:6][CH2:5][CH2:4][C@@H:22]1[C:21]([C:5]1[C:4]2[C:8](=[CH:9][CH:10]=[C:2]([Br:1])[CH:3]=2)[NH:7][CH:6]=1)=[O:20])=[O:26])[C:11]1[CH:14]=[CH:3][CH:2]=[CH:10][CH:13]=1 |f:3.4|. Procedure: N-Benzyloxycarbonyl-R-proline acid chloride from the above reaction was dissolved in anhydrous diethyl ether (30 mL) and added at 0° C. to a solution of 5-bromoindole (2.9 g, 15.0 mmol) and t-butylmagnesium chloride (2M solution in diethyl ether, 8.3 mL, 16.5 mmol) in anhydrous diethyl ether (30 mL). The resulting mixture was stirred at room temperature under argon for 45 minutes and then ethyl acetate (150 mL) and saturated sodium bicarbonate (30 mL) were added. The organic layer was dried and ... Reactants: FC1=CC(=C(C=C1)NC=1C2=C(N=CN1)SC(=C2C)C(=O)O)O[C@H]2CN(CC2)S(=O)(=O)C (4-[4-fluoro-2-((R)-1-methanesulfonyl-pyrrolidin-3-yloxy)-phenylamino]-5-methyl-thieno[2,3-d]pyrimidine-6-carboxylic acid), N (Ammonia). The solvent is CO (Methanol). Yields the product FC1=CC(=C(C=C1)NC=1C2=C(N=CN1)SC(=C2C)C(=O)N)O[C@H]2CN(CC2)S(=O)(=O)C (4-[4-Fluoro-2-((R)-1-methanesulfonyl-pyrrolidin-3-yloxy)-phenylamino]-5-methyl-thieno[2,3-d]pyrimidine-6-carboxylic acid amide). Reaction SMILES: [F:1][C:2]1[CH:7]=[CH:6][C:5]([NH:8][C:9]2[C:10]3[C:17]([CH3:18])=[C:16]([C:19](O)=[O:20])[S:15][C:11]=3[N:12]=[CH:13][N:14]=2)=[C:4]([O:22][C@@H:23]2[CH2:27][CH2:26][N:25]([S:28]([CH3:31])(=[O:30])=[O:29])[CH2:24]2)[CH:3]=1.[NH3:32]>CO>[F:1][C:2]1[CH:7]=[CH:6][C:5]([NH:8][C:9]2[C:10]3[C:17]([CH3:18])=[C:16]([C:19]([NH2:32])=[O:20])[S:15][C:11]=3[N:12]=[CH:13][N:14]=2)=[C:4]([O:22][C@@H:23]2[CH2:27][CH2:26][N:25]([S:28]([CH3:31])(=[O:29])=[O:30])[CH2:24]2)[CH:3]=1. Procedure details: Prepared analogously to example 1.4 from 4-[4-fluoro-2-((R)-1-methanesulfonyl-pyrrolidin-3-yloxy)-phenylamino]-5-methyl-thieno[2,3-d]pyrimidine-6-carboxylic acid and Ammonia in Methanol. The reactants are Cl.ClC1=CC=C(C=C1)CN(N)C1=CC=C(C=C1)OC (1-[(4-chlorophenyl)methyl]-1-(4-methoxyphenyl)-hydrazine hydrochloride), CC(CC(=O)OC)C(CC)=O (methyl 3-methyl-4-oxohexanoate). The solvent is CO (methanol). The product is ClC1=CC=C(CN2C(=C(C3=CC(=CC=C23)OC)C)C(CC(=O)O)C)C=C1 (3-[1-(4-Chlorobenzyl)-3-methyl-5-methoxy-2-indolyl]-butanoic acid). As a reaction SMILES: Cl.[Cl:2][C:3]1[CH:8]=[CH:7][C:6]([CH2:9][N:10]([C:12]2[CH:17]=[CH:16][C:15]([O:18][CH3:19])=[CH:14][CH:13]=2)N)=[CH:5][CH:4]=1.[CH3:20][CH:21]([C:27](=O)[CH2:28][CH3:29])[CH2:22][C:23]([O:25]C)=[O:24]>CO>[Cl:2][C:3]1[CH:8]=[CH:7][C:6]([CH2:9][N:10]2[C:12]3[C:17](=[CH:16][C:15]([O:18][CH3:19])=[CH:14][CH:13]=3)[C:28]([CH3:29])=[C:27]2[CH:21]([CH3:20])[CH2:22][C:23]([OH:25])=[O:24])=[CH:5][CH:4]=1 |f:0.1|. Procedure details: Following the method of Example 2, but using 1-[(4-chlorophenyl)methyl]-1-(4-methoxyphenyl)-hydrazine hydrochloride and methyl 3-methyl-4-oxohexanoate as the starting materials and methanol as the solvent, the title compound was prepared.